This data is from the Open Reaction Database (ORD), a public repository of structured organic reaction records. The task is: describe an organic reaction: reactants, conditions, products, and yield The reactants are O=C(O)c1ccc(-c2nc3ccc(C4(c5ccccc5)CC4)nc3s2)c(F)c1, O=C(O)C1CNC1. Product: O=C(O)C1CN(C(=O)c2ccc(-c3nc4ccc(C5(c6ccccc6)CC5)nc4s3)c(F)c2)C1. As a reaction SMILES: [F:1][c:2]1[cH:3][c:4]([C:5](=[O:6])[OH:7])[cH:8][cH:9][c:10]1-[c:11]1[s:12][c:13]2[n:14][c:15]([C:20]3([c:23]4[cH:24][cH:25][cH:26][cH:27][cH:28]4)[CH2:21][CH2:22]3)[cH:16][cH:17][c:18]2[n:19]1.[NH:29]1[CH2:30][CH:31]([C:33](=[O:34])[OH:35])[CH2:32]1>>[F:1][c:2]1[cH:3][c:4]([C:5](=[O:6])[N:29]2[CH2:30][CH:31]([C:33](=[O:34])[OH:35])[CH2:32]2)[cH:8][cH:9][c:10]1-[c:11]1[s:12][c:13]2[n:14][c:15]([C:20]3([c:23]4[cH:24][cH:25][cH:26][cH:27][cH:28]4)[CH2:21][CH2:22]3)[cH:16][cH:17][c:18]2[n:19]1. The reactants are CN(C=CC(C(C)(OC)OC)=O)C (1-dimethylamino-4,4-dimethoxypent-1-en-3-one), Cl.C(C)NC(=N)N (N-ethylguanidine hydrochloride), [O-]CC.[Na+] (sodium ethoxide). Conditions: time 8 hour. The product is C(C)NC1=NC=CC(=N1)C(C)=O (1-(2-Ethylaminopyrimidin-4-yl)ethanone). RXN SMILES: CN(C)[CH:3]=[CH:4][C:5](=O)[C:6](OC)([O:8]C)[CH3:7].Cl.[CH2:15]([NH:17][C:18]([NH2:20])=[NH:19])[CH3:16].[O-]CC.[Na+]>>[CH2:15]([NH:17][C:18]1[N:20]=[C:5]([C:6](=[O:8])[CH3:7])[CH:4]=[CH:3][N:19]=1)[CH3:16] |f:1.2,3.4|. Procedure: A mixture of 6 g of 1-dimethylamino-4,4-dimethoxypent-1-en-3-one, 3.96 g of N-ethylguanidine hydrochloride and 26 ml of 20% strength ethanolic sodium ethoxide solution is heated under reflux for 2 hours. After cooling, the solid is filtered off with suction, and the filtrate is concentrated in vacuo and mixed with 20 ml of trifluoroacetic acid and 2 ml of water and stirred at room temperature overnight. Then 50 ml of water are added, the pH is adjusted to 10 with sodium carbonate, and the mixtur... Starting materials: C(C1=CC=CC=C1)OC(=O)N[C@@H](CC1CCCCC1)[C@H](C[C@H](CO)C(C)C)O ((2S,3S, 5S)-2-Benzyloxycarbonylamino-1-cyclohexyl-3,6-dihydroxy-5-isopropylhexane), CC(=O)C.OS(=O)(=O)O.O=[Cr](=O)=O (Jones Reagent). Solvent: CC(=O)C (acetone). Product: C(C1=CC=CC=C1)OC(=O)N[C@H]([C@@H]1C[C@H](C(=O)O1)C(C)C)CC1CCCCC1 ((2S,4S,5S)-5-Benzyloxycarbonylamino-6-cyclohexyl-2-isopropyl-4-hexanolide). Yield: 56.8%. RXN SMILES: [CH2:1]([O:8][C:9]([NH:11][C@H:12]([C@@H:20]([OH:28])[CH2:21][C@@H:22]([CH:25]([CH3:27])[CH3:26])[CH2:23][OH:24])[CH2:13][CH:14]1[CH2:19][CH2:18][CH2:17][CH2:16][CH2:15]1)=[O:10])[C:2]1[CH:7]=[CH:6][CH:5]=[CH:4][CH:3]=1.CC(C)=O.OS(O)(=O)=O.O=[Cr](=O)=O>CC(C)=O>[CH2:1]([O:8][C:9]([NH:11][C@@H:12]([CH2:13][CH:14]1[CH2:15][CH2:16][CH2:17][CH2:18][CH2:19]1)[C@H:20]1[O:28][C:23](=[O:24])[C@H:22]([CH:25]([CH3:26])[CH3:27])[CH2:21]1)=[O:10])[C:2]1[CH:3]=[CH:4][CH:5]=[CH:6][CH:7]=1 |f:1.2.3|. Procedure: A solution of diol prepared in Example 19 (500 mg, 1.3 mmol) and Jones Reagent 2.7M (1.9 mL, 5.2 mmol) in 10 mL acetone was stirred vigorously at 10° C. for 3 hours. The reaction mixture was filtered through a plug of Celite® and the plug was washed repeatedly with diethyl ether. The ether layer was washed 2×5 mL with saturated brine, dried over MgSO4 and concentrated in vacuo to give a white solid. The solid was flash chromatographed on silica eluting with 20% EtOAc/80% hexanes to give 286 mg (... The reactants are COC(=O)C(CC=Cc1ccccc1)C(O)C(=O)N1CCOCC1, CO. Product: COC(=O)C(CCCc1ccccc1)C(O)C(=O)N1CCOCC1. As a reaction SMILES: [CH3:1][O:2][C:3]([CH:4]([CH2:5][CH:6]=[CH:7][c:8]1[cH:9][cH:10][cH:11][cH:12][cH:13]1)[CH:14]([C:15](=[O:16])[N:17]1[CH2:18][CH2:19][O:20][CH2:21][CH2:22]1)[OH:23])=[O:24].[CH3:25][OH:26]>>[CH3:1][O:2][C:3]([CH:4]([CH2:5][CH2:6][CH2:7][c:8]1[cH:9][cH:10][cH:11][cH:12][cH:13]1)[CH:14]([C:15](=[O:16])[N:17]1[CH2:18][CH2:19][O:20][CH2:21][CH2:22]1)[OH:23])=[O:24]. As a reaction SMILES: [CH3:23][I:24].[CH3:25][N:26]([CH3:27])[CH:28]=[O:29].[H-:21].[Na+:22].[O:1]=[C:2]1[NH:3][C:4]2([c:5]3[n:6]([cH:10][n:11][cH:12]3)[CH2:7][CH2:8][CH2:9]2)[c:13]2[cH:14][cH:15][c:16]([C:19]#[N:20])[cH:17][c:18]21.[OH2:30]>>[O:1]=[C:2]1[N:3]([CH3:23])[C:4]2([c:5]3[n:6]([cH:10][n:11][cH:12]3)[CH2:7][CH2:8][CH2:9]2)[c:13]2[cH:14][cH:15][c:16]([C:19]#[N:20])[cH:17][c:18]21. Reactants: CI, CN(C)C=O, [H-], [Na+], N#Cc1ccc2c(c1)C(=O)NC21CCCn2cncc21, O. Yields the product CN1C(=O)c2cc(C#N)ccc2C12CCCn1cncc12. The reactants are stainless steel, S (hydrogen sulfide), C1(=CC=CC=C1)C(C(CC(=O)C1=CC=C(C=C1)Br)C1=CC=CC=C1)=O (1,2-diphenyl-4-p-bromophenylbutane-1,4-dione), P12(=S)SP3(=S)SP(=S)(S1)SP(=S)(S2)S3 (phosphorus pentasulfide), S (hydrogen sulfide), [OH-].[Na+] (sodium hydroxide). Run in C(C)O (ethanol), C=1(C(=CC=CC1)C)C (xylene). Run at time 4 hour. The product is C1(=CC=CC=C1)C=1SC(=CC1C1=CC=CC=C1)C1=CC=C(C=C1)Br (2,3-diphenyl-5-p-bromophenylthiophene). The yield is 117.1%. As a reaction SMILES: [C:1]1([C:7](=O)[CH:8]([C:19]2[CH:24]=[CH:23][CH:22]=[CH:21][CH:20]=2)[CH2:9][C:10]([C:12]2[CH:17]=[CH:16][C:15]([Br:18])=[CH:14][CH:13]=2)=O)[CH:6]=[CH:5][CH:4]=[CH:3][CH:2]=1.P12(SP3(SP(SP(S3)(S1)=S)(=S)S2)=S)=[S:27].S.[OH-].[Na+]>C(O)C.C1(C)C(C)=CC=CC=1>[C:1]1([C:7]2[S:27][C:10]([C:12]3[CH:17]=[CH:16][C:15]([Br:18])=[CH:14][CH:13]=3)=[CH:9][C:8]=2[C:19]2[CH:24]=[CH:23][CH:22]=[CH:21][CH:20]=2)[CH:6]=[CH:5][CH:4]=[CH:3][CH:2]=1 |f:3.4|. Reported procedure: A mixture of 31.4 g (0.080 mole) of 1,2-diphenyl-4-p-bromophenylbutane-1,4-dione, 100 ml of xylene, 16 g (0.036 mole) of phosphorus pentasulfide and 125 g (3.67 mole) of hydrogen sulfide was heated in a 1-liter stainless steel autoclave with stirring for four hours at 156°-176° C. (1140-1320 psig). The reactor was cooled to room temperature and the hydrogen sulfide was led into a sodium hydroxide solution. Treatment of the residue with 150 ml of absolute ethanol gave 18.5 g (59.1%) of crude soli... Starting materials: ClCCN1CCC(Cc2ccccc2)CC1, [NH2-], [Na], O, N#CCc1cccc2ccccc12. The product is N#CC(CCN1CCC(Cc2ccccc2)CC1)c1cccc2ccccc12. Reaction SMILES: [CH2:16]([c:17]1[cH:18][cH:19][cH:20][cH:21][cH:22]1)[CH:23]1[CH2:24][CH2:25][N:26]([CH2:29][CH2:30][Cl:31])[CH2:27][CH2:28]1.[NH2-:2].[Na:1].[OH2:32].[c:3]1([CH2:13][C:14]#[N:15])[cH:4][cH:5][cH:6][c:7]2[cH:8][cH:9][cH:10][cH:11][c:12]12>>[c:3]1([CH:13]([C:14]#[N:15])[CH2:30][CH2:29][N:26]2[CH2:25][CH2:24][CH:23]([CH2:16][c:17]3[cH:18][cH:19][cH:20][cH:21][cH:22]3)[CH2:28][CH2:27]2)[cH:4][cH:5][cH:6][c:7]2[cH:8][cH:9][cH:10][cH:11][c:12]12. The reactants are C1N(CC2C1CNC2)C(=O)C2=C(C=C(C=C2)OC)N2N=CC=N2 ((hexahydropyrrolo[3,4-c]pyrrol-2(1H)-yl)(4-methoxy-2-(2H-1,2,3-triazol-2-yl)phenyl)methanone), ClC1=NC(=CC(=N1)C)C (2-chloro-4,6-dimethylpyrimidine). Run in CCOC(=O)C (EtOAc), CN(C)C=O (DMF). Reaction conditions: temperature 120 celsius. Product: CC1=NC(=NC(=C1)C)N1CC2CN(CC2C1)C(=O)C1=C(C=C(C=C1)OC)N1N=CC=N1 (2-(4,6-Dimethylpyrimidin-2-yl)-5-{[4-methoxy-2-(2H-1,2,3-triazol-2-yl)phenyl]carbonyl}octahydropyrrolo[3,4-c]pyrrole). The yield is 104.3%. Reaction SMILES: [CH2:1]1[CH:5]2[CH2:6][NH:7][CH2:8][CH:4]2[CH2:3][N:2]1[C:9]([C:11]1[CH:16]=[CH:15][C:14]([O:17][CH3:18])=[CH:13][C:12]=1[N:19]1[N:23]=[CH:22][CH:21]=[N:20]1)=[O:10].Cl[C:25]1[N:30]=[C:29]([CH3:31])[CH:28]=[C:27]([CH3:32])[N:26]=1>CN(C=O)C.CCOC(C)=O>[CH3:32][C:27]1[CH:28]=[C:29]([CH3:31])[N:30]=[C:25]([N:7]2[CH2:8][CH:4]3[CH:5]([CH2:1][N:2]([C:9]([C:11]4[CH:16]=[CH:15][C:14]([O:17][CH3:18])=[CH:13][C:12]=4[N:19]4[N:20]=[CH:21][CH:22]=[N:23]4)=[O:10])[CH2:3]3)[CH2:6]2)[N:26]=1. Reported procedure: To (hexahydropyrrolo[3,4-c]pyrrol-2(1H)-yl)(4-methoxy-2-(2H-1,2,3-triazol-2-yl)phenyl)methanone (185 mg, 0.4 mmol) in DMF (2.2 mL) was added 2-chloro-4,6-dimethylpyrimidine (61 mg, 0.4 mmol). The flask was heated to 120° C. for 18 h. The flask was allowed to cool to rt, diluted with EtOAc and washed with H2O. The aq was back-extracted with EtOAc (1×). The combined organics were washed with brine and dried (Na2SO4) to give an oil. Purification via silica gel (15-75% EtOAc in hexanes) gave 175 mg ... The reactants are CN(C)C=O, ClC(Cl)Cl, Nc1ncc(Sc2ccncc2)s1, O=C(OO)c1cccc(Cl)c1. Product: Nc1ncc(S(=O)c2ccncc2)s1. RXN SMILES: [CH3:29][N:30]([CH3:31])[CH:32]=[O:33].[CH:25]([Cl:26])([Cl:27])[Cl:28].[NH2:1][c:2]1[s:3][c:4]([S:7][c:8]2[cH:9][cH:10][n:11][cH:12][cH:13]2)[cH:5][n:6]1.[OH:14][O:15][C:16]([c:17]1[cH:18][c:19]([Cl:20])[cH:21][cH:22][cH:23]1)=[O:24]>>[NH2:1][c:2]1[s:3][c:4]([S:7]([c:8]2[cH:9][cH:10][n:11][cH:12][cH:13]2)=[O:14])[cH:5][n:6]1. Run in C1CCOC1 (THF). Procedure details: A solution of methyl 2-(3-methoxyquinolin-6-yl)-2-methylpropanoate (400 mg, 1543 μmol), LiOH (1928 μl, 7713 μmol) [4M], MeOH (2 mL), and THF (2 mL) was stirred at 50° C. overnight. LCMS suggests full conversion. Solution cooled, acidified to pH 1 with 5M HCl, and precipitate collected by filtration. White cake washed with water (2 mL) and EtOH (1 mL). Product air dried for 3 h and isolated as a white solid. MS (ESI pos. ion) m/z: 246 (MH+). Calc'd exact mass for C14H15NO3: 245. Yields the product COC=1C=NC2=CC=C(C=C2C1)C(C(=O)O)(C)C (2-(3-methoxyquinolin-6-yl)-2-methylpropanoic acid). Reaction SMILES: [CH3:1][O:2][C:3]1[CH:4]=[N:5][C:6]2[C:11]([CH:12]=1)=[CH:10][C:9]([C:13]([CH3:19])([CH3:18])[C:14]([O:16]C)=[O:15])=[CH:8][CH:7]=2.[Li+].[OH-].CO.Cl>C1COCC1>[CH3:1][O:2][C:3]1[CH:4]=[N:5][C:6]2[C:11]([CH:12]=1)=[CH:10][C:9]([C:13]([CH3:19])([CH3:18])[C:14]([OH:16])=[O:15])=[CH:8][CH:7]=2 |f:1.2|. The reactants are Cl (HCl), COC=1C=NC2=CC=C(C=C2C1)C(C(=O)OC)(C)C (methyl 2-(3-methoxyquinolin-6-yl)-2-methylpropanoate), [Li+].[OH-] (LiOH), CO (MeOH).